Dataset: the Open Reaction Database (ORD), a public repository of structured organic reaction records. Task: describe an organic reaction: reactants, conditions, products, and yield Reactants: [OH-].[K+] (potassium hydroxide), [I-].[K+] (potassium iodide), Cl.NC1=NC=C(C(=N1)N)CC1=CC(=C(C=C1)OC)O (2,4-diamino-5-(3'-hydroxy-4'-methoxybenzyl)pyrimidine hydrochloride), C(C)(=O)NC1=CC=C(C=C1)SCCCCl (3-(p-acetamidophenylthio)propyl chloride), aqueous solution. The solvent is CO (methanol). Reaction conditions: time 30 minute. Product: NC1=NC=C(C(=N1)N)CC1=CC(=C(C=C1)OC)OCCCSC1=CC=C(C=C1)NC(C)=O (2,4-Diamino-5-{3'-[3"-(p-acetamidophenylthio)propoxy]-4-methoxybenzyl}pyrimidine). RXN SMILES: Cl.[NH2:2][C:3]1[N:8]=[C:7]([NH2:9])[C:6]([CH2:10][C:11]2[CH:16]=[CH:15][C:14]([O:17][CH3:18])=[C:13]([OH:19])[CH:12]=2)=[CH:5][N:4]=1.[C:20]([NH:23][C:24]1[CH:29]=[CH:28][C:27]([S:30][CH2:31][CH2:32][CH2:33]Cl)=[CH:26][CH:25]=1)(=[O:22])[CH3:21].[OH-].[K+].[I-].[K+]>CO>[NH2:2][C:3]1[N:8]=[C:7]([NH2:9])[C:6]([CH2:10][C:11]2[CH:16]=[CH:15][C:14]([O:17][CH3:18])=[C:13]([O:19][CH2:33][CH2:32][CH2:31][S:30][C:27]3[CH:28]=[CH:29][C:24]([NH:23][C:20](=[O:22])[CH3:21])=[CH:25][CH:26]=3)[CH:12]=2)=[CH:5][N:4]=1 |f:0.1,3.4,5.6|. Procedure details: A mixture of 3.6 g of 2,4-diamino-5-(3'-hydroxy-4'-methoxybenzyl)pyrimidine hydrochloride, 3.4 g of 3-(p-acetamidophenylthio)propyl chloride, 3.8 ml of methanol, 12 ml of an aqueous solution containing 0.027 mole of potassium hydroxide and 0.2 g of potassium iodide is heated at reflux for 20 hr. The mixture is cooled and filtered to remove a small amount of inorganic material. Water, (75 ml) is added to the filtrate, and the methanol is removed by vacuum distillation. After the addition of 50 ml... Reactants: BrCCCOC1OCCCC1 (2-(3-bromopropyloxy)tetrahydropyran), C1(=CC=CC=C1)P(C1=CC=CC=C1)C1=CC=CC=C1 (triphenylphosphine). Reagents/catalysts: [I-].C(CCC)[N+](CCCC)(CCCC)CCCC (tetrabutylammonium iodide). Run in C(C)#N (acetonitrile). Product: [Br-].O1C(CCCC1)OCCC[P+](C1=CC=CC=C1)(C1=CC=CC=C1)C1=CC=CC=C1 (3-(tetrahydropyranyloxy)propyl-triphenylphosphonium bromide). Yield: 99.6%. Reaction SMILES: [Br:1][CH2:2][CH2:3][CH2:4][O:5][CH:6]1[CH2:11][CH2:10][CH2:9][CH2:8][O:7]1.[C:12]1([P:18]([C:25]2[CH:30]=[CH:29][CH:28]=[CH:27][CH:26]=2)[C:19]2[CH:24]=[CH:23][CH:22]=[CH:21][CH:20]=2)[CH:17]=[CH:16][CH:15]=[CH:14][CH:13]=1>[I-].C([N+](CCCC)(CCCC)CCCC)CCC.C(#N)C>[Br-:1].[O:7]1[CH2:8][CH2:9][CH2:10][CH2:11][CH:6]1[O:5][CH2:4][CH2:3][CH2:2][P+:18]([C:19]1[CH:20]=[CH:21][CH:22]=[CH:23][CH:24]=1)([C:25]1[CH:30]=[CH:29][CH:28]=[CH:27][CH:26]=1)[C:12]1[CH:13]=[CH:14][CH:15]=[CH:16][CH:17]=1 |f:2.3,5.6|. Procedure details: 66.5 g (0.298 mol) of 2-(3-bromopropyloxy)tetrahydropyran is refluxed together with 82 g (0.312 mol) of triphenylphosphine and 1 g of tetrabutylammonium iodide in 500 ml of acetonitrile for 24 hours. After evaporation of the solvent, the residue is triturated several times with boiling diethylether. 144 g (100%) of 3-(tetrahydropyranyloxy)propyl-triphenylphosphonium bromide is obtained as heavy oil. (C26H30BrNO2P; F.W. 485.4). Reactants: Cl, COC(=O)CN, C1COCCO1, COC(=O)CNC(=O)c1c(O)c2sccc2n(C)c1=O, CCOC(=O)c1c(O)c2sccc2n(C)c1=O. RXN SMILES: [ClH:21].[NH2:22][CH2:23][C:24]([O:25][CH3:26])=[O:27].[O:45]1[CH2:46][CH2:47][O:48][CH2:49][CH2:50]1.[OH:1][c:2]1[c:3]2[c:4]([n:5]([CH3:17])[c:6](=[O:16])[c:7]1[C:8](=[O:9])[NH:10][CH2:11][C:12](=[O:13])[O:14][CH3:15])[cH:18][cH:19][s:20]2.[OH:28][c:29]1[c:30]2[s:31][cH:32][cH:33][c:34]2[n:35]([CH3:36])[c:37](=[O:38])[c:39]1[C:40]([O:41][CH2:42][CH3:43])=[O:44]>>[OH:1][c:2]1[c:3]2[c:4]([n:5]([CH3:17])[c:6](=[O:16])[c:7]1[C:8](=[O:9])[NH:10][CH2:11][C:12](=[O:13])[OH:14])[cH:18][cH:19][s:20]2. The product is Cn1c(=O)c(C(=O)NCC(=O)O)c(O)c2sccc21. Starting materials: CC(=O)O, CCCCc1nnc2cnc3cc(Cl)c(Cl)cc3n12, OO. The product is CCCCc1nnc2c(=O)[nH]c3cc(Cl)c(Cl)cc3n12. Reaction SMILES: [C:22]([OH:23])(=[O:24])[CH3:25].[CH2:1]([CH2:2][CH2:3][CH3:4])[c:5]1[n:6][n:7][c:8]2[n:9]1[c:10]1[cH:11][c:12]([Cl:19])[c:13]([Cl:18])[cH:14][c:15]1[n:16][cH:17]2.[OH:20][OH:21]>>[CH2:1]([CH2:2][CH2:3][CH3:4])[c:5]1[n:6][n:7][c:8]2[n:9]1[c:10]1[cH:11][c:12]([Cl:19])[c:13]([Cl:18])[cH:14][c:15]1[nH:16][c:17]2=[O:20]. The solvent is O1CCCC1 (tetrahydrofuran). Reaction conditions: time 1 hour. As a reaction SMILES: CCCCCC.C([Li])CCC.CO[B:14]([O:17]C)[O:15]C.Cl.CCCCCC.Br[C:27]1[C:32]2[O:33][C:34]3[CH:39]=[CH:38][CH:37]=[CH:36][C:35]=3[C:31]=2[CH:30]=[CH:29][CH:28]=1>O1CCCC1>[CH:30]1[C:31]2[C:35]3[CH:36]=[CH:37][CH:38]=[CH:39][C:34]=3[O:33][C:32]=2[C:27]([B:14]([OH:15])[OH:17])=[CH:28][CH:29]=1 |f:0.1|. Product: C1=CC=C(C=2OC3=C(C21)C=CC=C3)B(O)O (dibenzofuran-4-boronic acid). Reactants: CCCCCC.C(CCC)[Li] (n-butyl lithium-n-hexane), CCCCCC (hexane), BrC1=CC=CC2=C1OC1=C2C=CC=C1 (4-bromodibenzofuran), COB(OC)OC (trimethoxyborane), Cl (hydrochloric acid). Procedure details: In a 300 ml three-necked flask, 7.2 g of 4-bromodibenzofuran was dissolved in −78° C. anhydrous tetrahydrofuran (THF) under an argon atmosphere. Then, 20 ml of an n-butyl lithium-n-hexane solution (1.6 M, 1.1 eq) was added and stirred for 1 hour. 4.23 ml (1.3 eq) of trimethoxyborane (B(OMe)3) was added and stirred for 2 hours, and the temperature of the reaction system was increased to room temperature. 200 ml of 1 N hydrochloric acid was added into the reactant and stirred for 3 hours. An organ... Isolated yield 80.0%. Reactants: CCO, Cl, COC(=O)c1ccc(-c2nc3cc(-c4c(F)cncc4F)c(-c4cccnc4)nc3[nH]2)cc1, [Na+], [OH-]. Yields the product O=C(O)c1ccc(-c2nc3cc(-c4c(F)cncc4F)c(-c4cccnc4)nc3[nH]2)cc1. As a reaction SMILES: [CH3:35][CH2:36][OH:37].[ClH:34].[F:1][c:2]1[cH:3][n:4][cH:5][c:6]([F:33])[c:7]1-[c:8]1[cH:9][c:10]2[c:11]([n:12][c:13]1-[c:14]1[cH:15][n:16][cH:17][cH:18][cH:19]1)[nH:20][c:21](-[c:23]1[cH:24][cH:25][c:26]([C:27](=[O:28])[O:29][CH3:30])[cH:31][cH:32]1)[n:22]2.[Na+:39].[OH-:38]>>[F:1][c:2]1[cH:3][n:4][cH:5][c:6]([F:33])[c:7]1-[c:8]1[cH:9][c:10]2[c:11]([n:12][c:13]1-[c:14]1[cH:15][n:16][cH:17][cH:18][cH:19]1)[nH:20][c:21](-[c:23]1[cH:24][cH:25][c:26]([C:27](=[O:28])[OH:29])[cH:31][cH:32]1)[n:22]2.